Dataset: the Open Reaction Database (ORD), a public repository of structured organic reaction records. Task: describe an organic reaction: reactants, conditions, products, and yield The reactants are P(O)(O)(O)=O (phosphoric acid), C[O-].[Na+].CO (sodium methoxide methanol), SCCC(=O)OC (methyl 3-mercaptopropionate), FC1=C(C=CC(=C1)F)[C@]1(O[C@@H]1C)CN1N=CN=C1 ((2S,3R)-2-(2,4-difluorophenyl)-3-methyl-2-(1H-1,2,4-triazol-1-yl)methyloxirane), SCCC(=O)OC (methyl 3-mercaptopropionate), C[O-].[Na+].CO (sodium methoxide methanol). The solvent is O (water), CO (methanol). The product is FC1=C(C=CC(=C1)F)[C@](CN1N=CN=C1)([C@H](C)S)O ((2S,3S)-2-(2,4-difluorophenyl)-3-mercapto- 1-(1H-1,2,4-triazol-1-yl)-2-butanol). Reaction SMILES: [F:1][C:2]1[CH:7]=[C:6]([F:8])[CH:5]=[CH:4][C:3]=1[C@:9]1([CH2:13][N:14]2[CH:18]=[N:17][CH:16]=[N:15]2)[C@@H:11]([CH3:12])[O:10]1.[SH:19]CCC(OC)=O.C[O-].[Na+].CO.P(=O)(O)(O)O>CO.O>[F:1][C:2]1[CH:7]=[C:6]([F:8])[CH:5]=[CH:4][C:3]=1[C@@:9]([OH:10])([C@@H:11]([SH:19])[CH3:12])[CH2:13][N:14]1[CH:18]=[N:17][CH:16]=[N:15]1 |f:2.3.4|. Reported procedure: A mixture of (2S,3R)-2-(2,4-difluorophenyl)-3-methyl-2-(1H-1,2,4-triazol-1-yl)methyloxirane (30 mg), methyl 3-mercaptopropionate (0.09 ml) and 28% sodium methoxide-methanol (0.08 ml) in methanol (2 ml) was refluxed for 2 hours, after which 28% sodium methoxide-methanol (0.04 ml) was added and the mixture was refluxed for another hour. Then, methyl 3-mercaptopropionate (0.04 ml) was added and the mixture was further refluxed for 2 hours. The reaction mixture was cooled, diluted with water (2 ml),... Reactants: Cl (hydrochloric acid), C(CCC)[Li] (n-Butyllithium), BrC1=C(C(=C(C(=C1F)F)Br)F)F (1,4-dibromo-2,3,5,6-tetrafluorobenzene), C(=O)=O (carbon dioxide). Solvent: O (water), O1CCCC1 (tetrahydrofuran). Run at temperature -70 celsius. Product: BrC1=C(C(=C(C(=O)O)C(=C1F)F)F)F (4-bromo-2,3,5,6-tetrafluorobenzoic acid). Isolated yield 81.5%. Reaction SMILES: C([Li])CCC.Br[C:7]1[C:12]([F:13])=[C:11]([F:14])[C:10]([Br:15])=[C:9]([F:16])[C:8]=1[F:17].[C:18](=[O:20])=[O:19].Cl>O1CCCC1.O>[Br:15][C:10]1[C:11]([F:14])=[C:12]([F:13])[C:7]([C:18]([OH:20])=[O:19])=[C:8]([F:17])[C:9]=1[F:16]. Procedure: n-Butyllithium (42 ml, 2.4M in hexane) was slowly added to a solution of 30.78 g 1,4-dibromo-2,3,5,6-tetrafluorobenzene in 200 ml tetrahydrofuran cooled to -70° C. under nitrogen. Solid carbon dioxide (about 12 g) was then added to the stirred mixture which was then allowed gradually to warm to 0° C. at which point 16 ml 6M hydrochloric acid and 16 ml water were added. The reaction mixture was concentrated and the residue extracted with methylene dichloride. The extract was washed with concentra... Reactants: FC(C(=O)O)(F)F.FC(C(=O)O)(F)F.FC(C(=O)O)(F)F.ClC=1C=NC=2NC=3C=NC=C(CCC4=C(C=CC(NC1N2)=C4)NC(CC4CCNCC4)=O)C3 (N-[6-chloro-2,4,8,18,22-pentaazatetracyclo[14.3.1.1(3,7).1(9,13)]docosa-1(20),3(22),4,6,9(21),10,12,16,18-nonaen-12-yl]-2-piperidin-4-ylacetamide tris(trifluoroacetate)), O1N=CC=C1C(=O)Cl (isoxazole-5-carbonyl chloride). Yields the product FC(C(=O)O)(F)F.FC(C(=O)O)(F)F.ClC=1C=NC=2NC=3C=NC=C(CCC4=C(C=CC(NC1N2)=C4)NC(CC4CCN(CC4)C(=O)C4=CC=NO4)=O)C3 (N-[6-Chloro-2,4,8,18,22-pentaazatetracyclo[14.3.1.1(3,7).1(9,13)]docosa-1(20),3(22),4,6,9(21),10,12,16,18-nonaen-12-yl]-2-[1-(isoxazol-5-ylcarbonyl)piperidin-4-yl]acetamide bis(trifluoroacetate)). The yield is 59.0%. RXN SMILES: [F:1][C:2]([F:7])([F:6])[C:3]([OH:5])=[O:4].[F:8][C:9]([F:14])([F:13])[C:10]([OH:12])=[O:11].FC(F)(F)C(O)=O.[Cl:22][C:23]1[CH:24]=[N:25][C:26]2[NH:27][C:28]3[CH:29]=[N:30][CH:31]=[C:32]([CH:54]=3)[CH2:33][CH2:34][C:35]3[CH:43]=[C:39]([NH:40][C:41]=1[N:42]=2)[CH:38]=[CH:37][C:36]=3[NH:44][C:45](=[O:53])[CH2:46][CH:47]1[CH2:52][CH2:51][NH:50][CH2:49][CH2:48]1.[O:55]1[C:59]([C:60](Cl)=[O:61])=[CH:58][CH:57]=[N:56]1>>[F:1][C:2]([F:7])([F:6])[C:3]([OH:5])=[O:4].[F:8][C:9]([F:14])([F:13])[C:10]([OH:12])=[O:11].[Cl:22][C:23]1[CH:24]=[N:25][C:26]2[NH:27][C:28]3[CH:29]=[N:30][CH:31]=[C:32]([CH:54]=3)[CH2:33][CH2:34][C:35]3[CH:43]=[C:39]([NH:40][C:41]=1[N:42]=2)[CH:38]=[CH:37][C:36]=3[NH:44][C:45](=[O:53])[CH2:46][CH:47]1[CH2:52][CH2:51][N:50]([C:60]([C:59]2[O:55][N:56]=[CH:57][CH:58]=2)=[O:61])[CH2:49][CH2:48]1 |f:0.1.2.3,5.6.7|. Procedure: The desired compound was prepared according to the procedure of Example A20, using N-[6-chloro-2,4,8,18,22-pentaazatetracyclo[14.3.1.1(3,7).1(9,13)]docosa-1(20),3(22),4,6,9(21),10,12,16,18-nonaen-12-yl]-2-piperidin-4-ylacetamide tris(trifluoroacetate) and isoxazole-5-carbonyl chloride as starting materials in 59% yield. 1H NMR (300 MHz, DMSO-d6): δ 9.50 (d, 2H), 9.16 (s, 1H), 8.83 (s, 1H), 8.40 (s, 2H), 8.33 (s, 1H), 7.78 (s, 1H), 7.40 (d, 1H), 7.19 (d, 1H), 7.00 (s, 1H), 4.52 (m, 1H), 3.88 (m, ... Product: CC(=O)Nc1ccc2c(c1)OCCc1cc(C(=O)N(C)c3ccc(C(=O)N4CCN(C)CC4)cc3Cl)sc1-2. Reaction SMILES: [Br:1][c:2]1[cH:3][cH:4][c:5]2[c:6]([cH:35]1)[O:7][CH2:8][CH2:9][c:10]1[c:11]-2[s:12][c:13]([C:15](=[O:16])[N:17]([CH3:18])[c:19]2[c:20]([Cl:34])[cH:21][c:22]([C:25](=[O:26])[N:27]3[CH2:28][CH2:29][N:30]([CH3:33])[CH2:31][CH2:32]3)[cH:23][cH:24]2)[cH:14]1.[C:88](=[O:89])([O-:90])[O-:91].[CH2:36]1[O:37][CH2:38][CH2:39][O:40][CH2:41]1.[CH3:84][C:85]([NH2:86])=[O:87].[Cs+:92].[Cs+:93].[O:114]=[C:115]([CH:116]=[CH:117][c:118]1[cH:119][cH:120][cH:121][cH:122][cH:123]1)[CH:124]=[CH:125][c:126]1[cH:127][cH:128][cH:129][cH:130][cH:131]1.[O:132]=[C:133]([CH:134]=[CH:135][c:136]1[cH:137][cH:138][cH:139][cH:140][cH:141]1)[CH:142]=[CH:143][c:144]1[cH:145][cH:146][cH:147][cH:148][cH:149]1.[O:96]=[C:97]([CH:98]=[CH:99][c:100]1[cH:101][cH:102][cH:103][cH:104][cH:105]1)[CH:106]=[CH:107][c:108]1[cH:109][cH:110][cH:111][cH:112][cH:113]1.[Pd:94].[Pd:95].[c:42]1([P:43]([c:44]2[cH:45][cH:46][cH:47][cH:48][cH:49]2)[c:50]2[c:51]3[c:75]([cH:76][cH:77][cH:78]2)[C:72]([CH3:73])([CH3:74])[c:54]2[c:53]([c:58]([P:59]([c:60]4[cH:61][cH:62][cH:63][cH:64][cH:65]4)[c:66]4[cH:67][cH:68][cH:69][cH:70][cH:71]4)[cH:57][cH:56][cH:55]2)[O:52]3)[cH:79][cH:80][cH:81][cH:82][cH:83]1>>[c:2]1([NH:86][C:85]([CH3:84])=[O:87])[cH:3][cH:4][c:5]2[c:6]([cH:35]1)[O:7][CH2:8][CH2:9][c:10]1[c:11]-2[s:12][c:13]([C:15](=[O:16])[N:17]([CH3:18])[c:19]2[c:20]([Cl:34])[cH:21][c:22]([C:25](=[O:26])[N:27]3[CH2:28][CH2:29][N:30]([CH3:33])[CH2:31][CH2:32]3)[cH:23][cH:24]2)[cH:14]1. The reactants are CN1CCN(C(=O)c2ccc(N(C)C(=O)c3cc4c(s3)-c3ccc(Br)cc3OCC4)c(Cl)c2)CC1, O=C([O-])[O-], C1COCCO1, CC(N)=O, [Cs+], [Cs+], O=C(C=Cc1ccccc1)C=Cc1ccccc1, O=C(C=Cc1ccccc1)C=Cc1ccccc1, O=C(C=Cc1ccccc1)C=Cc1ccccc1, [Pd], [Pd], CC1(C)c2cccc(P(c3ccccc3)c3ccccc3)c2Oc2c(P(c3ccccc3)c3ccccc3)cccc21. The reactants are CC(=O)Nc1ccc(S(=O)(=O)Cl)cc1, Cl, Nc1ccccc1N1CCC2(CC1)OCCO2. Product: CC(=O)Nc1ccc(S(=O)(=O)Nc2ccccc2N2CCC3(CC2)OCCO3)cc1. As a reaction SMILES: [C:19]([CH3:20])(=[O:21])[NH:22][c:23]1[cH:24][cH:25][c:26]([S:27](=[O:28])(=[O:29])[Cl:30])[cH:31][cH:32]1.[ClH:1].[O:2]1[CH2:3][CH2:4][O:5][C:6]12[CH2:7][CH2:8][N:9]([c:12]1[c:13]([NH2:18])[cH:14][cH:15][cH:16][cH:17]1)[CH2:10][CH2:11]2>>[O:2]1[CH2:3][CH2:4][O:5][C:6]12[CH2:7][CH2:8][N:9]([c:12]1[c:13]([NH:18][S:27]([c:26]3[cH:25][cH:24][c:23]([NH:22][C:19]([CH3:20])=[O:21])[cH:32][cH:31]3)(=[O:28])=[O:29])[cH:14][cH:15][cH:16][cH:17]1)[CH2:10][CH2:11]2. Starting materials: COC1=CC=C2C(=CC=NC2=C1)OCC1=NN=C2N1N=C(C=C2)C=2C=CC(=NC2)N2CCN(CC2)C(=O)OC(C)(C)C (tert-butyl 4-(5-(3-((7-methoxyquinolin-4-yloxy)methyl)-[1,2,4]triazolo[4,3-b]pyridazin-6-yl)pyridin-2-yl)piperazine-1-carboxylate), C(=O)(C(F)(F)F)O (TFA), C(Cl)Cl (DCM). Reaction conditions: time 1.5 hour. The product is COC1=CC=C2C(=CC=NC2=C1)OCC1=NN=C2N1N=C(C=C2)C=2C=NC(=CC2)N2CCNCC2 (7-methoxy-4-((6-(6-(piperazin-1-yl)pyridin-3-yl)-[1,2,4]triazolo[4,3-b]pyridazin-3-yl)methoxy)quinoline). RXN SMILES: [CH3:1][O:2][C:3]1[CH:12]=[C:11]2[C:6]([C:7]([O:13][CH2:14][C:15]3[N:19]4[N:20]=[C:21]([C:24]5[CH:25]=[CH:26][C:27]([N:30]6[CH2:35][CH2:34][N:33](C(OC(C)(C)C)=O)[CH2:32][CH2:31]6)=[N:28][CH:29]=5)[CH:22]=[CH:23][C:18]4=[N:17][N:16]=3)=[CH:8][CH:9]=[N:10]2)=[CH:5][CH:4]=1.C(O)(C(F)(F)F)=O.C(Cl)Cl>>[CH3:1][O:2][C:3]1[CH:12]=[C:11]2[C:6]([C:7]([O:13][CH2:14][C:15]3[N:19]4[N:20]=[C:21]([C:24]5[CH:29]=[N:28][C:27]([N:30]6[CH2:31][CH2:32][NH:33][CH2:34][CH2:35]6)=[CH:26][CH:25]=5)[CH:22]=[CH:23][C:18]4=[N:17][N:16]=3)=[CH:8][CH:9]=[N:10]2)=[CH:5][CH:4]=1. Procedure details: A 50 mL recovery flask was charged with tert-butyl 4-(5-(3-((7-methoxyquinolin-4-yloxy)methyl)-[1,2,4]triazolo[4,3-b]pyridazin-6-yl)pyridin-2-yl)piperazine-1-carboxylate (0.250 g, 0.44 mmol), TFA (0.75 ml, 9.6 mmol), and DCM (1.50 ml, 23 mmol), then stirred at room temperature for 1.5 hours. The reaction mixture was concentrated, then quenched with sat. aq. NaHCO3. The mixture was diluted with DCM (60 mL), resulting in an emulsion. The emulsion was filtered to give a brown solid. The solid was t... Reactants: Cl (hydrochloric acid), O.[OH-].[Li+] (lithium hydroxide monohydrate), COC(/C(=C/C1=C(N=C(S1)CC)C)/NC(C1=C(C=C(C=C1)C(=O)NCC1=CC(=CC=C1)O)Cl)=O)=O ((Z)-2-[[2-chloro-4-[[(3-hydroxybenzyl)amino]carbonyl]benzoyl]amino]-3-(2-ethyl-4-methylthiazole-5-yl)propenoic acid methyl ester). The solvent is O (Water), O (water), O1CCCC1.CO (tetrahydrofuran methanol). Reaction conditions: time 8 hour. Product: ClC1=C(C(=O)N\C(\C(=O)O)=C/C2=C(N=C(S2)CC)C)C=CC(=C1)C(=O)NCC1=CC(=CC=C1)O ((Z)-2-[[2-chloro-4-[[(3-hydroxybenzyl)amino]carbonyl]benzoyl]amino]-3-(2-ethyl-4-methylthiazole-5-yl)propenoic acid). Isolated yield 105.0%. Reaction SMILES: O.[OH-].[Li+].C[O:5][C:6](=[O:38])/[C:7](/[NH:17][C:18](=[O:37])[C:19]1[CH:24]=[CH:23][C:22]([C:25]([NH:27][CH2:28][C:29]2[CH:34]=[CH:33][CH:32]=[C:31]([OH:35])[CH:30]=2)=[O:26])=[CH:21][C:20]=1[Cl:36])=[CH:8]/[C:9]1[S:13][C:12]([CH2:14][CH3:15])=[N:11][C:10]=1[CH3:16].Cl>O.O1CCCC1.CO>[Cl:36][C:20]1[CH:21]=[C:22]([C:25]([NH:27][CH2:28][C:29]2[CH:34]=[CH:33][CH:32]=[C:31]([OH:35])[CH:30]=2)=[O:26])[CH:23]=[CH:24][C:19]=1[C:18]([NH:17]/[C:7](=[CH:8]\[C:9]1[S:13][C:12]([CH2:14][CH3:15])=[N:11][C:10]=1[CH3:16])/[C:6]([OH:38])=[O:5])=[O:37] |f:0.1.2,6.7|. Procedure: A solution of lithium hydroxide monohydrate (100 mg, 2.4 mmol) in water (3 mL) was added to a solution of (Z)-3-(2-ethyl-4-methylthiazole-5-yl)-2-[[4-[[(3-hydroxybenzyl)amino]carbonyl]-2-methylbenzoyl]amino]propenoic acid methyl ester (Example 216; 120 mg, 0.2 mmol) in tetrahydrofuran/methanol (3:1; 12 mL) and the reaction was allowed to stir at room temperature overnight. Water (50 mL) and 1N hydrochloric acid solution (3 mL) were added and the mixture was extracted with ethyl acetate (2×50 mL)... The reactants are ClC1=C(C(=NC(=N1)C)NC=1C(=NC(=CC1C)C)C)[N+](=O)[O-] (6-chloro-2-methyl-5-nitro-pyrimidin-4-yl(2,4,6-trimethyl-pyridin-3-yl)-amine), C(C)NCCC (ethyl-propyl-amine), C1CCOC1 (THF). Yields the product C(C)C(CC)NC1=NC(=NC(=C1[N+](=O)[O-])NC=1C(=NC(=CC1C)C)C)C (N-(1-Ethyl-propyl)-2-methyl-5-nitro-N′-(2,4,6 trimethyl-pyridin-3-yl)-pyrimidine-4,6-diamine). Procedure: To a cooled solution of (6-chloro-2-methyl-5-nitro-pyrimidin-4-yl(2,4,6-trimethyl-pyridin-3-yl)-amine (88 mg, 0.29 mmol) in 1 ml of dry THF was added 1 ethyl-propyl-amine (80 mg, 0.92 mmol) at −78° C. The mixture was stirred at that temperature for 3 hrs, then warmed to −10° C. for 1 hour. The mixture was quenched with water and extracted with ethyl acetate. The organic layer was dried and concentrated to give the title compound (88 mg, 86%) as an orange solid, mp 151-152° C. 1H NMR (CDCl3) δ 9.... Yield: 86.0%. Conditions: temperature -10 celsius, time 3 hour. As a reaction SMILES: Cl[C:2]1[N:7]=[C:6]([CH3:8])[N:5]=[C:4]([NH:9][C:10]2[C:11]([CH3:18])=[N:12][C:13]([CH3:17])=[CH:14][C:15]=2[CH3:16])[C:3]=1[N+:19]([O-:21])=[O:20].C([NH:24][CH2:25][CH2:26][CH3:27])C.[CH2:28]1COC[CH2:29]1>>[CH2:28]([CH:25]([NH:24][C:2]1[C:3]([N+:19]([O-:21])=[O:20])=[C:4]([NH:9][C:10]2[C:11]([CH3:18])=[N:12][C:13]([CH3:17])=[CH:14][C:15]=2[CH3:16])[N:5]=[C:6]([CH3:8])[N:7]=1)[CH2:26][CH3:27])[CH3:29]. Reactants: [C-]#N.[K+] (potassium cyanide), BrCCCCCCCCN1N=C(C(=C1C1=CC=CC=C1)C1=CC=CC=C1)C1=CC=CC=C1 (1-(8-bromooctyl)-3,4,5-triphenyl-lH-pyrazole), CN(C)C=O (DMF). Run in O (water), C(C)(=O)OCC (ethyl acetate), CCCCCC (hexane), C(C)N(CC)CC (triethylamine). Reaction conditions: temperature 70 celsius, time 58 hour. The product is O.C1(=CC=CC=C1)C1=NN(C(=C1C1=CC=CC=C1)C1=CC=CC=C1)CCCCCCCCC#N.C1(=CC=CC=C1)C1=NN(C(=C1C1=CC=CC=C1)C1=CC=CC=C1)CCCCCCCCC#N (3,4,5-triphenyl-lH-pyrazole-1-nonanenitrile hemihydrate). Yield: 52.0%. RXN SMILES: [C-]#N.[K+].Br[CH2:5][CH2:6][CH2:7][CH2:8][CH2:9][CH2:10][CH2:11][CH2:12][N:13]1[C:17]([C:18]2[CH:23]=[CH:22][CH:21]=[CH:20][CH:19]=2)=[C:16]([C:24]2[CH:29]=[CH:28][CH:27]=[CH:26][CH:25]=2)[C:15]([C:30]2[CH:35]=[CH:34][CH:33]=[CH:32][CH:31]=2)=[N:14]1.[CH3:36][N:37](C=[O:40])C>O.C(OCC)(=O)C.CCCCCC.C(N(CC)CC)C>[OH2:40].[C:30]1([C:15]2[C:16]([C:24]3[CH:29]=[CH:28][CH:27]=[CH:26][CH:25]=3)=[C:17]([C:18]3[CH:23]=[CH:22][CH:21]=[CH:20][CH:19]=3)[N:13]([CH2:12][CH2:11][CH2:10][CH2:9][CH2:8][CH2:7][CH2:6][CH2:5][C:36]#[N:37])[N:14]=2)[CH:35]=[CH:34][CH:33]=[CH:32][CH:31]=1.[C:30]1([C:15]2[C:16]([C:24]3[CH:29]=[CH:28][CH:27]=[CH:26][CH:25]=3)=[C:17]([C:18]3[CH:23]=[CH:22][CH:21]=[CH:20][CH:19]=3)[N:13]([CH2:12][CH2:11][CH2:10][CH2:9][CH2:8][CH2:7][CH2:6][CH2:5][C:36]#[N:37])[N:14]=2)[CH:35]=[CH:34][CH:33]=[CH:32][CH:31]=1 |f:0.1,8.9.10|. Reported procedure: A stirred mixture of potassium cyanide (0.4 g, 6.1 mmol), 1-(8-bromooctyl)-3,4,5-triphenyl-lH-pyrazole (2.70 g, 5.5 mmol) and DMF (30 mL was heated at 70° C. under an atmosphere of nitrogen. After 58 hours, the reaction mixture was diluted with water and extracted with dichloromethane (3 x). The combined extracts were washed with water, saturated sodium chloride solution, dried over sodium sulfate and concentrated to leave an oil. Chromatography on a column of silica gel using a mixture ethyl ac... Starting materials: CC(=O)O, O=N[O-], Nc1nc(=O)c2c(ncn2Cc2ccccc2)[nH]1, [Na+], O. Yields the product O=c1[nH]c(=O)c2c(ncn2Cc2ccccc2)[nH]1. RXN SMILES: [CH3:23][C:24](=[O:25])[OH:26].[N:19](=[O:20])[O-:21].[NH2:1][c:2]1[n:3][c:4](=[O:18])[c:5]2[n:6]([CH2:11][c:12]3[cH:13][cH:14][cH:15][cH:16][cH:17]3)[cH:7][n:8][c:9]2[nH:10]1.[Na+:22].[OH2:27]>>[c:2]1(=[O:20])[nH:3][c:4](=[O:18])[c:5]2[n:6]([CH2:11][c:12]3[cH:13][cH:14][cH:15][cH:16][cH:17]3)[cH:7][n:8][c:9]2[nH:10]1.